Dataset: the Open Reaction Database (ORD), a public repository of structured organic reaction records. Task: describe an organic reaction: reactants, conditions, products, and yield Reactants: C1COC2(CCC(CC2)=O)O1 (cyclohexane-1,4-dione monoetylene acetal), [Li]CCCC (n-BuLi), BrC=1C=NC=CC1 (3-Bromopyridine), O (water). The solvent is C1CCOC1 (THF), CCOCC (ether), CCOCC (ether). Run at time 10 minute. Yields the product C1COC2(CCC(CC2)(C=2C=NC=CC2)O)O1 (4-hydroxy-4-(3-pyridyl)cyclohexanone ethylene acetal). Isolated yield 47.0%. Reaction SMILES: [Li]CCCC.Br[C:7]1[CH:8]=[N:9][CH:10]=[CH:11][CH:12]=1.[CH2:13]1[O:23][C:16]2([CH2:21][CH2:20][C:19](=[O:22])[CH2:18][CH2:17]2)[O:15][CH2:14]1.O>CCOCC.C1COCC1>[CH2:14]1[O:15][C:16]2([CH2:21][CH2:20][C:19]([OH:22])([C:7]3[CH:8]=[N:9][CH:10]=[CH:11][CH:12]=3)[CH2:18][CH2:17]2)[O:23][CH2:13]1. Procedure: To a solution of n-BuLi (1.59 M in Hexane, 45 mL. 71.6 mmol) in dry ether (150 mL) was added a solution of 3-Bromopyridine (11.24 g, 71.1 mmol) in dry ether (70 mL) dropwise at −78° C. After stirring for 10 min, a solution of cyclohexane-1,4-dione monoetylene acetal (9.25 g, 59.2 mmol) in THF (70 mL) was added over a period of 20 min at −78° C., and stirred for 3 h. To the reaction mixture was added with water. The aqueous layer was extracted with CH2Cl2, and the organic layer was washed with br... The reactants are 1-N, Cl (hydrochloric acid), N[C@@H](CC1=CC=CC=C1)C(=O)N[C@@H](C)C(=O)N(C)C1=C(C=C(C=C1)Cl)C(C1=CC=CC=C1)=O (L-phenylalanyl-N-(2-benzoyl-4-chlorophenyl)-N-methyl-L-alaninamide). Run in CO (methanol). The product is Cl.N[C@@H](CC1=CC=CC=C1)C(=O)N[C@@H](C)C(=O)N(C)C1=C(C=C(C=C1)Cl)C(C1=CC=CC=C1)=O (L-phenylalanyl-N-(2-benzoyl-4-chlorophenyl)-N-methyl-L-alaninamide hydrochloride). Reaction SMILES: [NH2:1][C@H:2]([C:10]([NH:12][C@H:13]([C:15]([N:17]([C:19]1[CH:24]=[CH:23][C:22]([Cl:25])=[CH:21][C:20]=1[C:26](=[O:33])[C:27]1[CH:32]=[CH:31][CH:30]=[CH:29][CH:28]=1)[CH3:18])=[O:16])[CH3:14])=[O:11])[CH2:3][C:4]1[CH:9]=[CH:8][CH:7]=[CH:6][CH:5]=1.Cl>CO>[ClH:25].[NH2:1][C@H:2]([C:10]([NH:12][C@H:13]([C:15]([N:17]([C:19]1[CH:24]=[CH:23][C:22]([Cl:25])=[CH:21][C:20]=1[C:26](=[O:33])[C:27]1[CH:32]=[CH:31][CH:30]=[CH:29][CH:28]=1)[CH3:18])=[O:16])[CH3:14])=[O:11])[CH2:3][C:4]1[CH:9]=[CH:8][CH:7]=[CH:6][CH:5]=1 |f:3.4|. Procedure: 0.5 g of L-phenylalanyl-N-(2-benzoyl-4-chlorophenyl)-N-methyl-L-alaninamide was dissolved in a minimum amount of methanol at room temperature and treated, by titration, with an exact equivalent of 1-N hydrochloric acid. The solvent was removed from the resulting solution by evaporation in vacuo at room temperature and finally by lyophilisation to give, in quantitative yield, L-phenylalanyl-N-(2-benzoyl-4-chlorophenyl)-N-methyl-L-alaninamide hydrochloride as a white hygroscopic light-sensitive am... The reactants are C(CCl)Cl (EDC), Cl.N1=CC(=CC2=C1NCCOC2)C=CC(=O)O (3-(5,7,8,9-Tetrahydro-6-oxa-1,9-diaza-benzocyclohepten-3-yl)-acrylic acid hydrochloride), C=1C=CC2=C(C1)N=NN2O (HOBt), CNCC=1N(C2=CC=CC=C2C1)C (Methyl-(1-methyl-1H-indol-2-ylmethyl)-amine), C(C)N(C(C)C)C(C)C ((i-Pr)2EtN). Solvent: CN(C)C=O (DMF), O (H2O). Reaction conditions: temperature 35 celsius, time 8 hour. Yields the product CN(C(C=CC1=CC2=C(NCCOC2)N=C1)=O)CC=1N(C2=CC=CC=C2C1)C (N-Methyl-N-(1-methyl-1H-indol-2-ylmethyl)-3-(5,7,8,9-tetrahydro-6-oxa-1,9-diaza-benzocyclohepten-3-yl)-acrylamide). RXN SMILES: C(Cl)CCl.Cl.[N:6]1[C:11]2[NH:12][CH2:13][CH2:14][O:15][CH2:16][C:10]=2[CH:9]=[C:8]([CH:17]=[CH:18][C:19]([OH:21])=O)[CH:7]=1.C1C=CC2N(O)N=NC=2C=1.[CH3:32][NH:33][CH2:34][C:35]1[N:36]([CH3:44])[C:37]2[C:42]([CH:43]=1)=[CH:41][CH:40]=[CH:39][CH:38]=2.C(N(C(C)C)C(C)C)C>CN(C=O)C.O>[CH3:32][N:33]([CH2:34][C:35]1[N:36]([CH3:44])[C:37]2[C:42]([CH:43]=1)=[CH:41][CH:40]=[CH:39][CH:38]=2)[C:19](=[O:21])[CH:18]=[CH:17][C:8]1[CH:7]=[N:6][C:11]2[NH:12][CH2:13][CH2:14][O:15][CH2:16][C:10]=2[CH:9]=1 |f:1.2|. Procedure details: EDC (0.10 g, 0.52 mmol) was added to a solution of 3-(5,7,8,9-Tetrahydro-6-oxa-1,9-diaza-benzocyclohepten-3-yl)-acrylic acid hydrochloride (0.11 g, 0.43 mmol), HOBt (64 mg, 0.47 mmol), Methyl-(1-methyl-1H-indol-2-ylmethyl)-amine (128 mg, 0.47 mmol) and (i-Pr)2EtN (0.36 mL, 2.15 mmol) in DMF (6 mL). The mixture was allowed to stir overnight at 35° C. The mixture was cooled to 0° C. and diluted with H2O (15 mL) with rapid stirring. The resulting gummy precipitate was filtered, washed with H2O (30 ... The reactants are FC(C1=CC=C(C=C1)C(C)=O)(F)F (1-[4-(trifluoromethyl)phenyl]ethanone), COC(N(C)C)OC (dimethylformamide-dimethylacetal). Run in iso-hexanes. Run at time 18 hour. Product: CN(C=CC(=O)C1=CC=C(C=C1)C(F)(F)F)C (3-(Dimethylamino)-1-[4-(trifluoromethyl)phenyl]-2-propen-1-one). Yield: 49.9%. As a reaction SMILES: [F:1][C:2]([F:13])([F:12])[C:3]1[CH:8]=[CH:7][C:6]([C:9](=[O:11])[CH3:10])=[CH:5][CH:4]=1.CO[CH:16](OC)[N:17]([CH3:19])[CH3:18]>>[CH3:16][N:17]([CH3:19])[CH:18]=[CH:10][C:9]([C:6]1[CH:5]=[CH:4][C:3]([C:2]([F:12])([F:13])[F:1])=[CH:8][CH:7]=1)=[O:11]. Reported procedure: A solution of 1-[4-(trifluoromethyl)phenyl]ethanone (2 g, 10.63 mmol, Sigma-Aldrich) in dimethylformamide-dimethylacetal (5 ml, 37.3 mmol) was heated to 110° C. and stirred for 18 hours. The reaction mixture was cooled to room temperature then diluted with iso-hexanes (20 ml). The resulting precipitate was filtered then washed with a minimum of iso-hexane to yield the title compound as a yellow solid (1.29 g)